Task: describe an organic reaction: reactants, conditions, products, and yield. Dataset: the Open Reaction Database (ORD), a public repository of structured organic reaction records Starting materials: N1(CCOCC1)CCCCNC=1N=[N+](C2=C(N1)C=C1CCCC1=C2)[O-] (N-[4-(4-Morpholinyl)butyl]-7,8-dihydro-6H-indeno[5,6-e][1,2,4]triazin-3-amine 1-Oxide), 1,4-dioxide, CO (MeOH). The product is N1(CCOCC1)CCCCNC=1N=[N+](C2=C([N+]1[O-])C=C1CCCC1=C2)[O-] (N-[4-(4-Morpholinyl)butyl]-7,8-dihydro-6H-indeno[5,6-e][1,2,4]triazin-3-amine 1,4-Dioxide). As a reaction SMILES: [N:1]1([CH2:7][CH2:8][CH2:9][CH2:10][NH:11][C:12]2[N:13]=[N+:14]([O-:25])[C:15]3[CH:24]=[C:23]4[C:19]([CH2:20][CH2:21][CH2:22]4)=[CH:18][C:16]=3[N:17]=2)[CH2:6][CH2:5][O:4][CH2:3][CH2:2]1.C[OH:27]>>[N:1]1([CH2:7][CH2:8][CH2:9][CH2:10][NH:11][C:12]2[N:13]=[N+:14]([O-:25])[C:15]3[CH:24]=[C:23]4[C:19]([CH2:20][CH2:21][CH2:22]4)=[CH:18][C:16]=3[N+:17]=2[O-:27])[CH2:2][CH2:3][O:4][CH2:5][CH2:6]1. Procedure details: H2O2 (70%, 3.6 mL, ca. 72 mmol) was added dropwise to a stirred solution of TFAA (10.2 mL, 72 mmol) in DCM (25 mL) at 0° C. The solution was stirred at 0° C. for 5 min, warmed to 20° C. for 10 min, then cooled to 0° C. and added to a stirred solution of 1-oxide 62 (2.48 g, 7.2 mmol) and TFA (2.8 mL, 36 mmol) in DCM (25 mL) at 0° C. The solution was stirred at 20° C. for 16 h, cooled to 0° C. and made basic with dilute aqueous NH3 solution and stirred vigorously for 30 min. The mixture was extrac... The reactants are C(C)(C)(C)NN (tert.-butylhydrazine), crude material, CCCCC (pentane), C(Cl)Cl (methylene chloride), S(=O)(=O)([O-])[O-].[Na+].[Na+] (sodium sulfate). Conditions: time 45 minute. Yields the product C(C)(C)(C)N=NC(=C)C (2(-tert.-butylazo)propene). Reaction SMILES: [C:1]([NH:5][NH2:6])([CH3:4])([CH3:3])[CH3:2].C(Cl)Cl.S([O-])([O-])(=O)=O.[Na+].[Na+].[CH3:17][CH2:18][CH2:19]CC>>[C:1]([N:5]=[N:6][C:18]([CH3:19])=[CH2:17])([CH3:4])([CH3:3])[CH3:2] |f:2.3.4|. Procedure: To a solution of 6.75 g. (0.077 m.) tert.-butylhydrazine in 50 ml. of methylene chloride containing 2 g. of anhydrous sodium sulfate, was added 3.0 g. (0.0326 m.) chloroacatone. The addition was carried out dropwise holding the reaction temperature below 10° C. with an ice bath. The reaction was stirred an additional 45 minutes and filtered. The filtrate was washed with cold water (10° C.), dried over anhydrous sodium sulfate, filtered and the methylene chloride evaporated off using a rotating e... Starting materials: C(C(C)C)(=O)O (isobutyric acid), C(CCC)O (n-butanol). Yields the product C(C(C)C)(=O)OCCCC (butyl isobutyrate). Reaction SMILES: [C:1]([OH:6])(=[O:5])[CH:2]([CH3:4])[CH3:3].[CH2:7](O)[CH2:8][CH2:9][CH3:10]>>[C:1]([O:6][CH2:7][CH2:8][CH2:9][CH3:10])(=[O:5])[CH:2]([CH3:4])[CH3:3]. Procedure: 47 g isobutyric acid were esterified with excess n-butanol under conditions as in Example I and 67 g butyl isobutyrate were obtained. Butyl isobutyrate was oxidized with oxygen under conditions as in Example I.